This data is from the Open Reaction Database (ORD), a public repository of structured organic reaction records. The task is: describe an organic reaction: reactants, conditions, products, and yield Starting materials: COC=1C=C(C=O)C=CC1OC(=O)NC (3-methoxy-4-(methylaminocarbonyloxy)benzaldehyde), N1(CCNCC1)C1=CC=C(C=C1)C(C)=O (4′-piperazinoacetophenone), C([O-])([O-])=O.[Na+].[Na+] (sodium carbonate), C(C)(=O)O[BH-](OC(C)=O)OC(C)=O.[Na+] (sodium triacetoxyborohydride). The solvent is ClCCCl (1,2-dichloroethane). The product is COC=1C=C(C=CC1OC(=O)NC)CN1CCN(CC1)C1=CC=C(C=C1)C(C)=O (1-[[3-Methoxy-4-(methylaminocarbonyloxy)phenyl]methyl]-4-(4-acetylphenyl)piperazine). RXN SMILES: [CH3:1][O:2][C:3]1[CH:4]=[C:5]([CH:8]=[CH:9][C:10]=1[O:11][C:12]([NH:14][CH3:15])=[O:13])[CH:6]=O.[N:16]1([C:22]2[CH:27]=[CH:26][C:25]([C:28](=[O:30])[CH3:29])=[CH:24][CH:23]=2)[CH2:21][CH2:20][NH:19][CH2:18][CH2:17]1.C(O[BH-](OC(=O)C)OC(=O)C)(=O)C.[Na+].C(=O)([O-])[O-].[Na+].[Na+]>ClCCCl>[CH3:1][O:2][C:3]1[CH:4]=[C:5]([CH2:6][N:19]2[CH2:18][CH2:17][N:16]([C:22]3[CH:23]=[CH:24][C:25]([C:28](=[O:30])[CH3:29])=[CH:26][CH:27]=3)[CH2:21][CH2:20]2)[CH:8]=[CH:9][C:10]=1[O:11][C:12]([NH:14][CH3:15])=[O:13] |f:2.3,4.5.6|. Procedure details: To a solution of 3-methoxy-4-(methylaminocarbonyloxy)benzaldehyde (1.0 g) in 1,2-dichloroethane (20 ml) was added 4′-piperazinoacetophenone (0.98 g), followed by sodium triacetoxyborohydride (1.53 g), with stirring. The reaction mixture was stirred overnight at ambient temperature, poured into saturated sodium carbonate solution (75 ml) and extracted with dichloromethane. The combined organic layers were washed with water and brine, dried over anhydrous sodium sulfate, filtered, and the filtrate... Starting materials: ClS(=O)(=O)O (chlorosulfonic acid), C(C)(C)N1N=CN=C1C1=CN2CCOC3=C(C2=N1)C=CC=C3 (2-(2-isopropyl-2H-[1,2,4]triazol-3-yl)-4,5-dihydro-6-oxa-1,3a-diazabenzo[e]azulene), [OH-].[Na+] (NaOH). The solvent is O (H2O). Run at time 5 minute. Product: C(C)(C)N1N=CN=C1C1=CN2CCOC3=C(C2=N1)C=C(C=C3)S(=O)(=O)[O-].[Na+] (Sodium 2-(2-isopropyl-2H-[1,2,4]triazol-3-yl)-4,5-dihydro-6-oxa-1,3a-diazabenzo[e]azulene-9-sulfonate). Reaction SMILES: Cl[S:2]([OH:5])(=[O:4])=[O:3].[CH:6]([N:9]1[C:13]([C:14]2[N:23]=[C:22]3[N:16]([CH2:17][CH2:18][O:19][C:20]4[CH:27]=[CH:26][CH:25]=[CH:24][C:21]=43)[CH:15]=2)=[N:12][CH:11]=[N:10]1)([CH3:8])[CH3:7].[OH-].[Na+:29]>O>[CH:6]([N:9]1[C:13]([C:14]2[N:23]=[C:22]3[N:16]([CH2:17][CH2:18][O:19][C:20]4[CH:27]=[CH:26][C:25]([S:2]([O-:5])(=[O:4])=[O:3])=[CH:24][C:21]=43)[CH:15]=2)=[N:12][CH:11]=[N:10]1)([CH3:8])[CH3:7].[Na+:29] |f:2.3,5.6|. Procedure details: To chlorosulfonic acid (4 mL) at 0° C. was added 2-(2-isopropyl-2H-[1,2,4]triazol-3-yl)-4,5-dihydro-6-oxa-1,3a-diazabenzo[e]azulene (400 mg, 1.35 mmol) portion wise and the resulting mixture stirred for 5 min then added drop wise to ice. NaOH (7.2 g) in H2O (20 mL) was added to the mixture and stirred for 1 h at RT then concentrated in vacuo. The resulting residue was purified by column chromatography (C18, gradient 0.5-1% MeOH in H2O) then extracted into hot MeOH. Upon cooling the mixture was f... The reactants are O=C([O-])[O-], CS(=O)(=O)OC1CN(C(c2ccccc2)c2ccccc2)C1, CC#N, [K+], [K+], COCC1OC(n2cnc3c(NCC(c4ccccc4)c4ccccc4)nc(CCN)nc32)C(O[Si](C)(C)C(C)(C)C)C1O[Si](C)(C)C(C)(C)C. Product: COCC1OC(n2cnc3c(NCC(c4ccccc4)c4ccccc4)nc(CCNC4CN(C(c5ccccc5)c5ccccc5)C4)nc32)C(O[Si](C)(C)C(C)(C)C)C1O[Si](C)(C)C(C)(C)C. Reaction SMILES: [C:23](=[O:24])([O-:25])[O-:26].[CH3:1][S:2]([O:3][CH:6]1[CH2:7][N:8]([CH:10]([c:11]2[cH:12][cH:13][cH:14][cH:15][cH:16]2)[c:17]2[cH:18][cH:19][cH:20][cH:21][cH:22]2)[CH2:9]1)(=[O:4])=[O:5].[CH3:80][C:81]#[N:82].[K+:27].[K+:28].[NH2:29][CH2:30][CH2:31][c:32]1[n:33][c:34]([NH:65][CH2:66][CH:67]([c:68]2[cH:69][cH:70][cH:71][cH:72][cH:73]2)[c:74]2[cH:75][cH:76][cH:77][cH:78][cH:79]2)[c:35]2[n:36][cH:37][n:38]([CH:41]3[O:42][CH:43]([CH2:62][O:63][CH3:64])[CH:44]([O:54][Si:55]([CH3:56])([CH3:57])[C:58]([CH3:59])([CH3:60])[CH3:61])[CH:45]3[O:46][Si:47]([CH3:48])([CH3:49])[C:50]([CH3:51])([CH3:52])[CH3:53])[c:39]2[n:40]1>>[CH:6]1([NH:29][CH2:30][CH2:31][c:32]2[n:33][c:34]([NH:65][CH2:66][CH:67]([c:68]3[cH:69][cH:70][cH:71][cH:72][cH:73]3)[c:74]3[cH:75][cH:76][cH:77][cH:78][cH:79]3)[c:35]3[n:36][cH:37][n:38]([CH:41]4[O:42][CH:43]([CH2:62][O:63][CH3:64])[CH:44]([O:54][Si:55]([CH3:56])([CH3:57])[C:58]([CH3:59])([CH3:60])[CH3:61])[CH:45]4[O:46][Si:47]([CH3:48])([CH3:49])[C:50]([CH3:51])([CH3:52])[CH3:53])[c:39]3[n:40]2)[CH2:7][N:8]([CH:10]([c:11]2[cH:12][cH:13][cH:14][cH:15][cH:16]2)[c:17]2[cH:18][cH:19][cH:20][cH:21][cH:22]2)[CH2:9]1. The reactants are CC#N, Clc1ncccn1, NCCCCc1csc(NC(N)=NCC(F)(F)F)n1. Yields the product NC(=NCC(F)(F)F)Nc1nc(CCCCNc2ncccn2)cs1. Reaction SMILES: [CH3:27][C:28]#[N:29].[Cl:20][c:21]1[n:22][cH:23][cH:24][cH:25][n:26]1.[F:1][C:2]([CH2:3][N:4]=[C:5]([NH:6][c:7]1[s:8][cH:9][c:10]([CH2:12][CH2:13][CH2:14][CH2:15][NH2:16])[n:11]1)[NH2:17])([F:18])[F:19]>>[F:1][C:2]([CH2:3][N:4]=[C:5]([NH:6][c:7]1[s:8][cH:9][c:10]([CH2:12][CH2:13][CH2:14][CH2:15][NH:16][c:21]2[n:22][cH:23][cH:24][cH:25][n:26]2)[n:11]1)[NH2:17])([F:18])[F:19]. Reactants: Cl (HCl), N1CCOCC1 (morpholine), C=O (paraformaldehyde), C(C1=CC=CC=C1)(=O)[C@H]1C(N(C(C1)CC1=CC=C(C=C1)C1=CC=CC=C1)\C=C\C1=CC=CC=C1)=O ((S)-3-Benzoyl-5-biphenyl-4-ylmethyl-1-((E)-styryl)-pyrrolidin-2-one). Run in CO (methanol). The product is C1(=CC=C(C=C1)C[C@@H]1CC(C(N1\C=C\C1=CC=CC=C1)=O)=C)C1=CC=CC=C1 ((R)-5-biphenyl-4-ylmethyl-3-methylene-1-((E)-styryl)-pyrrolidin-2-one). As a reaction SMILES: [C:1]([C@@H:9]1[CH2:13][CH:12]([CH2:14][C:15]2[CH:20]=[CH:19][C:18]([C:21]3[CH:26]=[CH:25][CH:24]=[CH:23][CH:22]=3)=[CH:17][CH:16]=2)[N:11](/[CH:27]=[CH:28]/[C:29]2[CH:34]=[CH:33][CH:32]=[CH:31][CH:30]=2)[C:10]1=[O:35])(=O)C1C=CC=CC=1.N1CCOCC1.C=O.Cl>CO>[C:18]1([C:21]2[CH:22]=[CH:23][CH:24]=[CH:25][CH:26]=2)[CH:17]=[CH:16][C:15]([CH2:14][C@H:12]2[N:11](/[CH:27]=[CH:28]/[C:29]3[CH:30]=[CH:31][CH:32]=[CH:33][CH:34]=3)[C:10](=[O:35])[C:9](=[CH2:1])[CH2:13]2)=[CH:20][CH:19]=1. Procedure details: (S)-3-Benzoyl-5-biphenyl-4-ylmethyl-1-((E)-styryl)-pyrrolidin-2-one (4a, R1=styryl, R4=phenyl) (0.50 g, 1.1 mmol) is dissolved in 2 mL of methanol, add morpholine (125 mg, 1.4 mmol) and paraformaldehyde (66 mg, 2.2 mmol) in one portion, reflux for 2 h under nitrogen atmosphere. The reaction mixture is added 10 mL of 5% HCl(aq), extract with toluene, the organic extracts are washed with saturated Na2CO3 aqueous solution and brine, dry over anhydrous Na2SO4, evaporate the solvent under vacuum, the...